The task is: describe an organic reaction: reactants, conditions, products, and yield. This data is from the Open Reaction Database (ORD), a public repository of structured organic reaction records. The reactants are [Al+3], C1CCOC1, COC(=O)C1(CCl)CCN(C(=O)OC(C)(C)C)CC1, [H-], [H-], [H-], [H-], [Li+]. The product is CC(C)(C)OC(=O)N1CCC(CO)(CCl)CC1. As a reaction SMILES: [Al+3:21].[CH2:26]1[O:27][CH2:28][CH2:29][CH2:30]1.[Cl:1][CH2:2][C:3]1([C:16](=[O:17])[O:18][CH3:19])[CH2:4][CH2:5][N:6]([C:9](=[O:10])[O:11][C:12]([CH3:13])([CH3:14])[CH3:15])[CH2:7][CH2:8]1.[H-:20].[H-:23].[H-:24].[H-:25].[Li+:22]>>[Cl:1][CH2:2][C:3]1([CH2:16][OH:17])[CH2:4][CH2:5][N:6]([C:9](=[O:10])[O:11][C:12]([CH3:13])([CH3:14])[CH3:15])[CH2:7][CH2:8]1.